From a dataset of the Open Reaction Database (ORD), a public repository of structured organic reaction records. describe an organic reaction: reactants, conditions, products, and yield Reactants: FC(CC(C)(C)O)(C[C@@H](C)[C@H]1CC[C@H]2[C@@H]3CC=C4C[C@](O)(CC[C@]4(C)[C@H]3CC[C@]12C)C1OCCCC1)F (23,23-difluoro,25-hydroxyl-3β tetrahydropyranyl cholesterol), C(C)(=O)[O-] (acetate), 5,7-diene. Solvent: N1=C(C=C(C=C1C)C)C (collidine). Yields the product CC(CC(CC(C)(C)O)(F)F)C1CCC\2C1(CCC/C2=C/C=C\3/CC(CCC3=C)O)C (23,23-difluoro-25-hydroxyvitamin D3). Reaction SMILES: [F:1][C:2]([F:37])([CH2:8][C@H:9]([C@@H:11]1[C@:29]2([CH3:30])[C@H:14]([C@H:15]3[C@H:26]([CH2:27][CH2:28]2)[C@:24]2([CH3:25])[C:18]([CH2:19][C@@:20](C4CCCCO4)([CH2:22][CH2:23]2)[OH:21])=[CH:17][CH2:16]3)[CH2:13][CH2:12]1)[CH3:10])[CH2:3][C:4]([OH:7])([CH3:6])[CH3:5].C([O-])(=O)C>N1C(C)=CC(C)=CC=1C>[CH3:10][CH:9]([CH:11]1[C:29]2([CH3:30])[CH2:28][CH2:27][CH2:26]/[C:15](=[CH:16]/[CH:17]=[C:18]3/[CH2:19][CH:20]([OH:21])[CH2:22][CH2:23][C:24]/3=[CH2:25])/[CH:14]2[CH2:13][CH2:12]1)[CH2:8][C:2]([F:1])([F:37])[CH2:3][C:4]([OH:7])([CH3:5])[CH3:6]. Procedure details: The steroid i ether (1) is oxidized to the C-22 aldehyde by pyridium chlorochromate or other suitable alcohol oxidizing reagent. This C-22 aldehyde is converted to a silyl ether carboxy ester (3) by a Wittig type condensation. Hydrolysis in acetic acid and TsOH afford the corresponding C-23α keto methyl ester and converts the i ether to the 3 acetoxy function (4). The ketone is fluorinated with DAST (diethyl amino sulfur trifluoride) to provide the C-23 difluoro carboxymethyl-3 acetate. Hydrolys... Starting materials: ClC1=CC(=C(C=C1)CCNC(OC(C)(C)C)=O)CNC(CC1=C(C(=NC=C1Cl)NCC(C1=NC=CC=C1)(F)F)F)=O (tert-Butyl 2-[4-chloro-2-({[(5-chloro-2-{[2,2-difluoro-2-(2-pyridinyl)ethyl]amino}-3-fluoro-4-pyridinyl)acetyl]amino}methyl)phenyl]ethylcarbamate), Cl (HCl). Solvent: CCOC(=O)C (EtOAc). The product is NCCC1=C(CNC(CC2=C(C(=NC=C2Cl)NCC(C2=NC=CC=C2)(F)F)F)=O)C=C(C=C1)Cl (N-[2-(2-aminoethyl)-5-chlorobenzyl]-2-(5-chloro-2-{[2,2-difluoro-2-(2-pyridinyl)ethyl]amino}-3-fluoro-4-pyridinyl)acetamide). RXN SMILES: [Cl:1][C:2]1[CH:7]=[CH:6][C:5]([CH2:8][CH2:9][NH:10]C(=O)OC(C)(C)C)=[C:4]([CH2:18][NH:19][C:20](=[O:41])[CH2:21][C:22]2[C:27]([Cl:28])=[CH:26][N:25]=[C:24]([NH:29][CH2:30][C:31]([F:39])([F:38])[C:32]3[CH:37]=[CH:36][CH:35]=[CH:34][N:33]=3)[C:23]=2[F:40])[CH:3]=1.Cl>CCOC(C)=O>[NH2:10][CH2:9][CH2:8][C:5]1[CH:6]=[CH:7][C:2]([Cl:1])=[CH:3][C:4]=1[CH2:18][NH:19][C:20](=[O:41])[CH2:21][C:22]1[C:27]([Cl:28])=[CH:26][N:25]=[C:24]([NH:29][CH2:30][C:31]([F:38])([F:39])[C:32]2[CH:37]=[CH:36][CH:35]=[CH:34][N:33]=2)[C:23]=1[F:40]. Reported procedure: To a 0° C. solution of 0.04 g (0.065 mmol) tert-butyl 2-[4-chloro-2-({[(5-chloro-2-{[2,2-difluoro-2-(2-pyridinyl)ethyl]amino}-3-fluoro-4-pyridinyl)acetyl]amino}methyl)phenyl]ethylcarbamate 1-10 in 2 mL EtOAc/1 mL MeOH was passed through a steady stream of HCl gas for 5 minutes, then the reaction mixture was concentrated to give N-[2-(2-aminoethyl)-5-chlorobenzyl]-2-(5-chloro-2-{[2,2-difluoro-2-(2-pyridinyl)ethyl]amino}-3-fluoro-4-pyridinyl)acetamide 1-11. 1H NMR (400 mHz, CD3OD) δ8.71 (d, 1H, J=... The reactants are NC1=C(C=CC(N1C1=CC=C(OCCCOS(=O)(=O)C)C=C1)=O)C(C1=CC(=C(C=C1)F)C)=O (Methanesulfonic acid 3-{4-[6-amino-5-(4-fluoro-3-methyl-benzoyl)-2-oxo-2H-pyridin-1-yl]phenoxy}propyl ester), C1(CCCC1)OC([C@@H](N)CC(C)C)=O (L-leucine cyclopentyl ester), C1(CCCC1)OC([C@@H](N)CC(C)C)=O (L-leucine cyclopentyl ester). The product is NC1=C(C=CC(N1C1=CC=C(OCCCN[C@H](C(=O)OC2CCCC2)CC(C)C)C=C1)=O)C(C1=CC(=C(C=C1)F)C)=O (Cyclopentyl(S)-2-(3-{4-[6-Amino-5-(4-fluoro-3-methyl benzoyl)-2-oxo-2H-pyridin-1-yl]phenoxy}propylamino)-4-methylpentanoate). Reaction SMILES: [NH2:1][C:2]1[N:7]([C:8]2[CH:22]=[CH:21][C:11]([O:12][CH2:13][CH2:14][CH2:15]OS(C)(=O)=O)=[CH:10][CH:9]=2)[C:6](=[O:23])[CH:5]=[CH:4][C:3]=1[C:24](=[O:33])[C:25]1[CH:30]=[CH:29][C:28]([F:31])=[C:27]([CH3:32])[CH:26]=1.[CH:34]1([O:39][C:40](=[O:47])[C@H:41]([CH2:43][CH:44]([CH3:46])[CH3:45])[NH2:42])[CH2:38][CH2:37][CH2:36][CH2:35]1>>[NH2:1][C:2]1[N:7]([C:8]2[CH:9]=[CH:10][C:11]([O:12][CH2:13][CH2:14][CH2:15][NH:42][C@@H:41]([CH2:43][CH:44]([CH3:46])[CH3:45])[C:40]([O:39][CH:34]3[CH2:38][CH2:37][CH2:36][CH2:35]3)=[O:47])=[CH:21][CH:22]=2)[C:6](=[O:23])[CH:5]=[CH:4][C:3]=1[C:24](=[O:33])[C:25]1[CH:30]=[CH:29][C:28]([F:31])=[C:27]([CH3:32])[CH:26]=1. Reported procedure: From Intermediate 4A and L-leucine cyclopentyl ester (Intermediate 8), LCMS purity 89%, m/z 578 [M+H]+, 1H NMR (400 MHz, d6-DMSO), δ: 0.95 (6H, m), 1.55-2.25 (12H, m), 2.30 (3H, m), 2.75-3.30 (2H, m), 4.15 (3H, m), 5.25 (1H, m), 5.70 (1H, d). 7.15 (2H, d), 7.30-7.40 (4H, m), 7.40-7.50 (2H, m). The reactants are ClC=1C(=NC2=CC=CC(=C2N1)C1=CC=2C(NCCC2N1)=O)C (2-(3-chloro-2-methylquinoxalin-5-yl)-6,7-dihydro-1H-pyrrolo[3,2-c]pyridin-4(5H)-one), C(CCC)[Sn](C1=NC=CC=C1)(CCCC)CCCC (2-(tributylstannyl)pyridine), [F-].[Cs+] (cesium fluoride), CO.C(Cl)Cl (MeOH DCM). The reagents and catalysts are [Cu]I (CuI), C=1C=CC(=CC1)[P](C=2C=CC=CC2)(C=3C=CC=CC3)[Pd]([P](C=4C=CC=CC4)(C=5C=CC=CC5)C=6C=CC=CC6)([P](C=7C=CC=CC7)(C=8C=CC=CC8)C=9C=CC=CC9)[P](C=1C=CC=CC1)(C=1C=CC=CC1)C=1C=CC=CC1 (Pd(PPh3)4). Run in O1CCOCC1 (1,4-dioxane), CN(C)C=O (DMF). Conditions: temperature 140 celsius, time 1 hour. The product is CC1=NC2=CC=CC(=C2N=C1C1=NC=CC=C1)C1=CC=2C(NCCC2N1)=O (2-(2-methyl-3-(pyridin-2-yl)quinoxalin-5-yl)-6,7-dihydro-1H-pyrrolo[3,2-c]pyridin-4(5H)-one). Yield: 72.1%. As a reaction SMILES: Cl[C:2]1[C:3]([CH3:22])=[N:4][C:5]2[C:10]([N:11]=1)=[C:9]([C:12]1[NH:20][C:19]3[CH2:18][CH2:17][NH:16][C:15](=[O:21])[C:14]=3[CH:13]=1)[CH:8]=[CH:7][CH:6]=2.C([Sn](CCCC)(CCCC)[C:28]1[CH:33]=[CH:32][CH:31]=[CH:30][N:29]=1)CCC.[F-].[Cs+].CO.C(Cl)Cl>O1CCOCC1.CN(C=O)C.[Cu]I.C1C=CC([P]([Pd]([P](C2C=CC=CC=2)(C2C=CC=CC=2)C2C=CC=CC=2)([P](C2C=CC=CC=2)(C2C=CC=CC=2)C2C=CC=CC=2)[P](C2C=CC=CC=2)(C2C=CC=CC=2)C2C=CC=CC=2)(C2C=CC=CC=2)C2C=CC=CC=2)=CC=1>[CH3:22][C:3]1[C:2]([C:28]2[CH:33]=[CH:32][CH:31]=[CH:30][N:29]=2)=[N:11][C:10]2[C:5](=[CH:6][CH:7]=[CH:8][C:9]=2[C:12]2[NH:20][C:19]3[CH2:18][CH2:17][NH:16][C:15](=[O:21])[C:14]=3[CH:13]=2)[N:4]=1 |f:2.3,4.5,^1:65,67,86,105|. Reported procedure: A solution of 2-(3-chloro-2-methylquinoxalin-5-yl)-6,7-dihydro-1H-pyrrolo[3,2-c]pyridin-4(5H)-one (Example 425; 38.0 mg, 0.122 mmol), 2-(tributylstannyl)pyridine (Aldrich; 0.043 mL, 0.134 mmol), CuI (2.314 mg, 0.012 mmol), cesium fluoride (36.9 mg, 0.243 mmol), and Pd(PPh3)4 (Strem Chemicals, Inc.; 7.02 mg, 6.08 μmol) in a mixture of 1,4-dioxane (2.0 mL) and DMF (2.0 mL) was stirred in a sealed tube under argon at 140° C. for 1 h. The reaction mixture was then concentrated onto silica gel and ch... RXN SMILES: [NH2:1][C@@H:2]([CH2:5][CH:6]([CH3:8])[CH3:7])[CH2:3][SH:4].[H-].[Na+].[CH2:11](I)[CH3:12]>C1COCC1>[NH2:1][C@@H:2]([CH2:5][CH:6]([CH3:8])[CH3:7])[CH2:3][S:4][CH2:11][CH3:12] |f:1.2|. Solvent: C1CCOC1 (THF), C1CCOC1 (THF). Product: N[C@H](CSCC)CC(C)C ((S)-2-Amino-1 -ethylthio-4-methylpentane). The reactants are C(C)I (ethyl iodide), N[C@H](CS)CC(C)C ((S)-2-Amino-4-methyl-1-pentanethiol), [H-].[Na+] (sodium hydride), [H-].[Na+] (sodium hydride). Procedure details: (S)-2-Amino-4-methyl-1-pentanethiol (6.66 g, 50 mmol) is added over 45 minutes to a well stirred slurry of 60% sodium hydride (2.0 g, 50 mmol) in THF (50 mL) at room temperature under N2. After all of the sodium hydride has reacted, a solution of ethyl iodide (4 mL, 50 mmol) in THF (50 mL) is added and the reaction stirred at 20°-25° C. for 18 hours. THF is removed under reduced pressure and the residue partitioned between diethylether and brine. The ether extract is dried (Na2SO4), filtered and... Conditions: time 18 hour. The reactants are C(C(C)(C)C)(=O)NN (Pivalic acid hydrazide), C(C)N1N=CC=2C1=NC(=C(C2NC2CCOCC2)C(=O)O)C (1-Ethyl-6-methyl-4-(tetrahydro-2H-pyran-4-ylamino)-1H-pyrazolo[3,4-b]pyridine-5-carboxylic acid), C(CCl)Cl (EDC), C=1C=CC2=C(C1)N=NN2O (HOBT). Solvent: CN(C)C=O (DMF). Conditions: time 18 hour. Yields the product CC(C(=O)C1=NN(C2=NC(=C(C(=C21)NC2CCOCC2)C(=O)NN)C)CC)(C)C (2,2-Dimethylpropanoyl-ethyl-6-methyl-4-(tetrahydro-2H-pyran-4-ylamino)-1H-pyrazolo[3,4-b]pyridine-5-carbohydrazide). Yield: 79.9%. Reaction SMILES: [CH2:1]([N:3]1[C:7]2=[N:8][C:9]([CH3:22])=[C:10]([C:19](O)=[O:20])[C:11]([NH:12][CH:13]3[CH2:18][CH2:17][O:16][CH2:15][CH2:14]3)=[C:6]2[CH:5]=[N:4]1)[CH3:2].C(Cl)CCl.C1C=CC2N(O)[N:34]=[N:33]C=2C=1.[C:37](NN)(=[O:42])[C:38]([CH3:41])([CH3:40])[CH3:39]>CN(C=O)C>[CH3:39][C:38]([CH3:41])([CH3:40])[C:37]([C:5]1[C:6]2[C:7](=[N:8][C:9]([CH3:22])=[C:10]([C:19]([NH:33][NH2:34])=[O:20])[C:11]=2[NH:12][CH:13]2[CH2:18][CH2:17][O:16][CH2:15][CH2:14]2)[N:3]([CH2:1][CH3:2])[N:4]=1)=[O:42]. Procedure details: Intermediate 60 (0.255 g, 0.84 mmol), EDC (0.225 g, 1.17 mmol) and HOBT (0.136 g, 1.0 mmol) in DMF (5 ml) was stirred at 20° C. for 75 minutes. Pivalic acid hydrazide (0.107 g, 0.92 mmol) was added and stirring continued for 18 hours. The reaction mixture was concentrated in vacuo and the residue partitioned between DCM and water. The organic phase was washed with aqueous sodium hydrogen carbonate then evaporated in vacuo to afford Intermediate 61 as a white solid (0.27 g).). LCMS showed MH+=403... The reactants are O=Cc1cc(Br)ccc1O, CCO, NCC1CCNCC1. Yields the product Oc1ccc(Br)cc1C=NCC1CCNCC1. Reaction SMILES: [Br:1][c:2]1[cH:3][cH:4][c:5]([OH:10])[c:6]([CH:7]=[O:8])[cH:9]1.[CH3:19][CH2:20][OH:21].[NH2:11][CH2:12][CH:13]1[CH2:14][CH2:15][NH:16][CH2:17][CH2:18]1>>[Br:1][c:2]1[cH:3][cH:4][c:5]([OH:10])[c:6]([CH:7]=[N:11][CH2:12][CH:13]2[CH2:14][CH2:15][NH:16][CH2:17][CH2:18]2)[cH:9]1.